From a dataset of the Open Reaction Database (ORD), a public repository of structured organic reaction records. describe an organic reaction: reactants, conditions, products, and yield Starting materials: O=C([O-])[O-], Fc1ccccc1CBr, [K+], [K+], CN(C)C=O, COC(=O)c1cc(O)cc([N+](=O)[O-])c1. The product is COC(=O)c1cc(OCc2ccccc2F)cc([N+](=O)[O-])c1. RXN SMILES: [C:24](=[O:25])([O-:26])[O-:27].[F:15][c:16]1[c:17]([CH2:18][Br:19])[cH:20][cH:21][cH:22][cH:23]1.[K+:28].[K+:29].[O:30]=[CH:31][N:32]([CH3:33])[CH3:34].[OH:1][c:2]1[cH:3][c:4]([C:5](=[O:6])[O:7][CH3:8])[cH:9][c:10]([N+:12](=[O:13])[O-:14])[cH:11]1>>[O:1]([c:2]1[cH:3][c:4]([C:5](=[O:6])[O:7][CH3:8])[cH:9][c:10]([N+:12](=[O:13])[O-:14])[cH:11]1)[CH2:18][c:17]1[c:16]([F:15])[cH:23][cH:22][cH:21][cH:20]1.